From a dataset of the Open Reaction Database (ORD), a public repository of structured organic reaction records. describe an organic reaction: reactants, conditions, products, and yield The reactants are OO (hydrogen peroxide), NC1=C(C=CC=C1C)C(=O)C1=CC=C(C=C1)Br ((2-amino-3-methylphenyl)(4-bromophenyl)methanone). The solvent is C(C)(=O)O (acetic acid), C(C)(=O)O (acetic acid). Conditions: temperature 95 celsius, time 8 hour. Yields the product BrC1=CC=C(C=C1)C=1ON=C2C1C=CC=C2C (3-(4-Bromophenyl)-7-methyl-2,1-benzisoxazole). Reaction SMILES: OO.[NH2:3][C:4]1[C:9]([CH3:10])=[CH:8][CH:7]=[CH:6][C:5]=1[C:11]([C:13]1[CH:18]=[CH:17][C:16]([Br:19])=[CH:15][CH:14]=1)=[O:12]>C(O)(=O)C>[Br:19][C:16]1[CH:17]=[CH:18][C:13]([C:11]2[O:12][N:3]=[C:4]3[C:9]([CH3:10])=[CH:8][CH:7]=[CH:6][C:5]=23)=[CH:14][CH:15]=1. Procedure: A solution of 130 ml of 30% hydrogen peroxide in 350 ml of glacial acetic acid was heated on a steam bath for 1 hr. To the cooled solution was added a solution of 31.0 g (0.11 mole) of (2-amino-3-methylphenyl)(4-bromophenyl)methanone in 400 ml of glacial acetic acid. The reaction mixture was heated to 95° C. to dissolve all solids, then heated at 65°-70° C. for 4 hr and let stand at ambient temperature overnight. Starting materials: CO, CC(C)(CN1C(=O)c2ccccc2C1=O)C(=O)NCc1ccccc1Cl, NN. The product is CC(C)(CN)C(=O)NCc1ccccc1Cl. RXN SMILES: [CH3:29][OH:30].[Cl:1][c:2]1[c:3]([CH2:4][NH:5][C:6]([C:7]([CH2:8][N:9]2[C:10](=[O:11])[c:12]3[c:13]([cH:14][cH:15][cH:16][cH:17]3)[C:18]2=[O:19])([CH3:20])[CH3:21])=[O:22])[cH:23][cH:24][cH:25][cH:26]1.[NH2:27][NH2:28]>>[Cl:1][c:2]1[c:3]([CH2:4][NH:5][C:6]([C:7]([CH2:8][NH2:9])([CH3:20])[CH3:21])=[O:22])[cH:23][cH:24][cH:25][cH:26]1. Starting materials: FC1=C(C=CC(=C1)I)NC1=C(C(=O)O)C=CN=C1 (3-[(2-fluoro-4-iodophenyl)amino]isonicotinic acid), FC1=C(C=CC(=C1)I)NC1=C(C(=O)O)C=CN=C1 (3-[(2-fluoro-4-iodophenyl)amino]isonicotinic acid), C(C1=CC=CC=C1)N (benzylamine). Product: C(C1=CC=CC=C1)NC(C1=C(C=NC=C1)NC1=C(C=C(C=C1)I)F)=O (N-benzyl-3-[(2-fluoro-4-iodophenyl)amino]isonicotinamide). Reaction SMILES: [F:1][C:2]1[CH:7]=[C:6]([I:8])[CH:5]=[CH:4][C:3]=1[NH:9][C:10]1[CH:18]=[N:17][CH:16]=[CH:15][C:11]=1[C:12]([OH:14])=O.[CH2:19]([NH2:26])[C:20]1[CH:25]=[CH:24][CH:23]=[CH:22][CH:21]=1>>[CH2:19]([NH:26][C:12](=[O:14])[C:11]1[CH:15]=[CH:16][N:17]=[CH:18][C:10]=1[NH:9][C:3]1[CH:4]=[CH:5][C:6]([I:8])=[CH:7][C:2]=1[F:1])[C:20]1[CH:25]=[CH:24][CH:23]=[CH:22][CH:21]=1. Procedure details: N-benzyl-3-[(2-fluoro-4-iodophenyl)amino]isonicotinamide was synthesized according to the procedure for General Method 1, outlined above, starting with 0.3 mmol 3-[(2-fluoro-4-iodophenyl)amino]isonicotinic acid (intermediate 1) and 0.45 mmol of benzylamine. LC/MS [7.55 min; 448 (M+1)] Reactants: CC=1C(=O)NC(C1C)=O.[K] (potassium 2,3-dimethylmaleimide), ClCCC[Si](OC)(OC)OC (3-chloropropyltrimethoxysilane). Solvent: CN(C=O)C (N,N-dimethylformamide). Run at temperature 70 celsius, time 2 hour. Product: CC=1C(=O)N(C(C1C)=O)CCC[Si](OC)(OC)OC (3-(2,3-dimethylmaleimido)-propyl-trimethoxysilane). The yield is 55.7%. As a reaction SMILES: [CH3:1][C:2]1[C:3]([NH:5][C:6](=[O:9])[C:7]=1[CH3:8])=[O:4].[K].Cl[CH2:12][CH2:13][CH2:14][Si:15]([O:20][CH3:21])([O:18][CH3:19])[O:16][CH3:17]>CN(C)C=O>[CH3:1][C:2]1[C:3]([N:5]([CH2:12][CH2:13][CH2:14][Si:15]([O:20][CH3:21])([O:18][CH3:19])[O:16][CH3:17])[C:6](=[O:9])[C:7]=1[CH3:8])=[O:4] |f:0.1,^1:9|. Procedure: A mixture of 16.3 g (0.1 mol) of potassium 2,3-dimethylmaleimide (prepared by reacting 2,3-dimethylmaleimide with potassium methylate in methanol) and 150 ml of dry N,N-dimethylformamide is heated to 70° C. At this temperature, 19.8 g (0.1 mol) of 3-chloropropyltrimethoxysilane are added dropwise. After the exothermic reaction has subsided, the reaction mixture is kept at 70° C. for a further 2 hours, and after cooling to room temperature (20°-25° C.) the salt which has precipitated is filtered ... Reactants: BrCCCCCCOC1=CC=C(C=C1)C1=CC=C(C=C1)C#N (4-(6-bromohexyloxy)-4′-cyanobiphenyl), OC=1C=C(C=C(C(=O)OCC)C1)C(=O)OCC (diethyl 5-hydroxyisophthalate), potassium carbonate anhydride, CC(=O)C (acetone). Run in O (water). The product is C(C1=CC(C(=O)OCC)=CC=C1)(=O)OCC (diethyl isophthalate). Isolated yield 90.0%. RXN SMILES: BrCCCCCCOC1C=CC(C2C=CC(C#N)=CC=2)=CC=1.O[C:24]1[CH:25]=[C:26]([C:35]([O:37][CH2:38][CH3:39])=[O:36])[CH:27]=[C:28]([CH:34]=1)[C:29]([O:31][CH2:32][CH3:33])=[O:30].CC(C)=O>O>[C:29]([O:31][CH2:32][CH3:33])(=[O:30])[C:28]1[CH:34]=[CH:24][CH:25]=[C:26]([C:35]([O:37][CH2:38][CH3:39])=[O:36])[CH:27]=1. Procedure: 0.08 mol (28.8 g) of 4-(6-bromohexyloxy)-4′-cyanobiphenyl, 0.08 mol (16.6 g) of diethyl 5-hydroxyisophthalate, 0.12 mol (19.2 g) of potassium carbonate anhydride and 400 ml of acetone were placed in a 1 l three-neck flask and the mixture was reacted under reflux for 24 hours by using a water bath. After the reaction solution was allowed to cool, it was poured into about 4 l of purified water to take out a precipitate, which was to be a crude subject product, by filtration and the precipitate was... Reactants: ice water, [Na] (sodium), C(CC(=O)OC(C)(C)C)(=O)OC(C)(C)C (di-tert-butyl malonate), Cl (hydrochloric acid), S1C2=C(C=C1)C=C(C=C2)CCOCC(=O)O (2-(2-benzo[b]thiophen-5-ylethoxy)-acetic acid), [H-].[Na+] (sodium hydride), C(CC(=O)OC(C)(C)C)(=O)OC(C)(C)C (di-tert-butyl malonate), ice, ice, C(C(=O)Cl)(=O)Cl (oxalyl chloride). Solvent: C(C)(=O)OCC (ethyl acetate), O1CCCC1 (tetrahydrofuran), C(Cl)Cl (methylene chloride), CN(C=O)C (N,N-dimethylformamide), C(C)(=O)OCC (ethyl acetate), O (Water). Run at time 30 minute. Yields the product S1C2=C(C=C1)C=C(C=C2)CCOCC(=O)C (1-(2-benzo[b]thiophen-5-ylethoxy)-acetone). RXN SMILES: [S:1]1[CH:5]=[CH:4][C:3]2[CH:6]=[C:7]([CH2:10][CH2:11][O:12][CH2:13][C:14]([OH:16])=O)[CH:8]=[CH:9][C:2]1=2.[C:17](Cl)(=O)C(Cl)=O.[Na].C(OC(C)(C)C)(=O)CC(OC(C)(C)C)=O.[H-].[Na+].Cl>C(Cl)Cl.C(OCC)(=O)C.O.O1CCCC1.CN(C)C=O>[S:1]1[CH:5]=[CH:4][C:3]2[CH:6]=[C:7]([CH2:10][CH2:11][O:12][CH2:13][C:14]([CH3:17])=[O:16])[CH:8]=[CH:9][C:2]1=2 |f:4.5,^1:22|. Procedure: In 50 mL of methylene chloride is dissolved 5.00 g of 2-(2-benzo[b]thiophen-5-ylethoxy)-acetic acid. At an ice-cooled temperature, 2.2 mL of oxalyl chloride and 0.1 mL of N,N-dimethylformamide are added to the solution obtained above, and the mixture thus formed is stirred at ambient temperature for 30 minutes. The solvent is distilled off under reduced pressure, the residue is dissolved in 5 mL of tetrahydrofuran, and the solution thus obtained is dropwise added to a tetrahydrofuran solution of... Starting materials: CC(C)([O-])C.[K+] (potassium tert-butoxide), compound, ( II ), ClC1=C(C(=CC=C1)Cl)C1=CC2=C(N=C(N=C2)S(=O)(=O)C)N(C1=O)C (6-(2,6-dichlorophenyl)-8-methyl-2-methylsulfonyl-8H-pyrido[2,3-d]pyrimidin-7-one), compound, ( III ), N=1SN=C2C1C=CC(=C2)N (2,1,3-benzothiadiazol-5-ylamine). Run in CS(=O)C (DMSO), O (water), C(C)(=O)OCC (ethyl acetate). Yields the product N=1SN=C2C1C=CC(=C2)NC=2N=CC1=C(N2)N(C(C(=C1)C1=C(C=CC=C1Cl)Cl)=O)C (2-(2,1,3-benzothiadiazol-5-ylamino)-6-(2,6-dichlorophenyl)-8-methyl-8H-pyrido[2,3-d]pyrimidin-7-one). Reaction SMILES: CC(C)([O-])C.[K+].[Cl:7][C:8]1[CH:13]=[CH:12][CH:11]=[C:10]([Cl:14])[C:9]=1[C:15]1[C:28](=[O:29])[N:27]([CH3:30])[C:18]2[N:19]=[C:20](S(C)(=O)=O)[N:21]=[CH:22][C:17]=2[CH:16]=1.[N:31]1[S:32][N:33]=[C:34]2[CH:39]=[C:38]([NH2:40])[CH:37]=[CH:36][C:35]=12>CS(C)=O.O.C(OCC)(=O)C>[N:31]1[S:32][N:33]=[C:34]2[CH:39]=[C:38]([NH:40][C:20]3[N:21]=[CH:22][C:17]4[CH:16]=[C:15]([C:9]5[C:8]([Cl:7])=[CH:13][CH:12]=[CH:11][C:10]=5[Cl:14])[C:28](=[O:29])[N:27]([CH3:30])[C:18]=4[N:19]=3)[CH:37]=[CH:36][C:35]=12 |f:0.1|. Reported procedure: 184 mg of potassium tert-butoxide are added in three installments, at ambient temperature under argon, to 300 mg of compound of formula (II), 6-(2,6-dichlorophenyl)-8-methyl-2-methylsulfonyl-8H-pyrido[2,3-d]pyrimidin-7-one, and 170 mg of the compound of formula (III), 2,1,3-benzothiadiazol-5-ylamine, in suspension in 5 ml of DMSO. After a contact time of 30 minutes, the reaction medium is diluted with a mixture of water and ethyl acetate. The aqueous phase is extracted with ethyl acetate and the...